This data is from the Open Reaction Database (ORD), a public repository of structured organic reaction records. The task is: describe an organic reaction: reactants, conditions, products, and yield The reactants are OC1=C(C(=O)N(C(C)C)C(C)C)C=CC=C1 (2-hydroxy-N,N-bis(1-methylethyl)benzamide), [H-].[Na+] (sodium hydride), BrCC(=O)OCC (ethyl bromoacetate), C(#N)C1=CC=C(OCCCCCOC=2C=CC(=C(OCC(=O)OCC)C2)C(=O)N(C(C)C)C(C)C)C=C1 (ethyl 5-[5-(4-cyanophenoxy)pentyloxy]-2-[N,N-bis(1-methylethyl)aminocarbonyl]phenoxyacetate), Cl (hydrogen chloride). Solvent: CN(C=O)C (N,N-dimethylformamide), C(C)O (ethanol). Conditions: temperature 70 celsius, time 20 hour. Yields the product Cl.C(C)OC(=O)COC=1C=C(OCCCCCOC2=CC=C(C=C2)C(OCC)=N)C=CC1C(=O)N(C(C)C)C(C)C (ethyl 4-[5-[3-ethoxycarbonylmethoxy-4-[N,N-bis(1-methylethyl)aminocarbonyl]phenoxy]pentyloxy]benzenecarboximidoate monohydrochloride). As a reaction SMILES: [OH:1][C:2]1C=CC=C[C:3]=1C(N(C(C)C)C(C)C)=O.[H-].[Na+].BrCC(OCC)=O.[C:26]([C:28]1[CH:62]=[CH:61][C:31]([O:32][CH2:33][CH2:34][CH2:35][CH2:36][CH2:37][O:38][C:39]2[CH:40]=[CH:41][C:42]([C:52]([N:54]([CH:58]([CH3:60])[CH3:59])[CH:55]([CH3:57])[CH3:56])=[O:53])=[C:43]([CH:51]=2)[O:44][CH2:45][C:46]([O:48][CH2:49][CH3:50])=[O:47])=[CH:30][CH:29]=1)#[N:27].[ClH:63]>CN(C)C=O.C(O)C>[ClH:63].[CH2:49]([O:48][C:46]([CH2:45][O:44][C:43]1[CH:51]=[C:39]([CH:40]=[CH:41][C:42]=1[C:52]([N:54]([CH:58]([CH3:60])[CH3:59])[CH:55]([CH3:56])[CH3:57])=[O:53])[O:38][CH2:37][CH2:36][CH2:35][CH2:34][CH2:33][O:32][C:31]1[CH:30]=[CH:29][C:28]([C:26](=[NH:27])[O:1][CH2:2][CH3:3])=[CH:62][CH:61]=1)=[O:47])[CH3:50] |f:1.2,8.9|. Procedure: A stirred solution of 4-15-(4-cyanophenoxy)pentyloxy]-2-hydroxy-N,N-bis(1-methylethyl)benzamide (0.5 g, 1.18 mmol) in 10.0 mL of N,N-dimethylformamide is treated with 60% sodium hydride (47 mg, 1.18 mmol) and ethyl bromoacetate (144 μL, 1.3 mmol), and heated at 70° C. for 2.5 hours. The reaction is partitioned between ethyl acetate and water, dried over sodium sulfate and concentrated in vacuo to afford yellow foam. The resulting ethyl 5-[5-(4-cyanophenoxy)pentyloxy]-2-[N,N-bis(1-methylethyl)ami... Reactants: C(C)OC=C(C#N)C#N (Ethoxymethylenemalononitrile), CC=1C=C(N)C=C(C1)C (3,5-dimethylaniline), [S-]C#N.[NH4+] (ammonium thiocyanate), CC=1C=C(C=C(C1)C)NC(=S)N (N-(3,5-dimethylphenyl) thiourea), BrBr (bromine), [Na] (sodium), NC=1SC2=C(N1)C=C(C=C2C)C (2-Amino-5,7-dimethylbenzothiazole). Solvent: C(Cl)(Cl)Cl (chloroform), C(C)O (ethanol). Yields the product - 2-Amino-5,7-dimethylbenzothiazole, CC=1C=C(C2=C(N=C(S2)N=C=C(C#N)C#N)C1)C (2-[(5,7-Dimethylbenzothiazol-2-ylimino)methylene]-propanedinitrile). Isolated yield 72.7%. Reaction SMILES: CC1C=C(C=C(C)C=1)N.[S-]C#N.[NH4+].[CH3:14][C:15]1[CH:16]=[C:17]([NH:22][C:23]([NH2:25])=[S:24])[CH:18]=[C:19]([CH3:21])[CH:20]=1.BrBr.NC1SC2C(C)=CC(C)=CC=2N=1.[Na].C(O[CH:44]=[C:45]([C:48]#[N:49])[C:46]#[N:47])C>C(O)C.C(Cl)(Cl)Cl>[CH3:14][C:15]1[CH:20]=[C:19]([CH3:21])[C:18]2[S:24][C:23]([N:25]=[C:44]=[C:45]([C:48]#[N:49])[C:46]#[N:47])=[N:22][C:17]=2[CH:16]=1 |f:1.2,^1:39|. Reported procedure: - 2-Amino-5,7-dimethylbenzothiazole was prepared by treatment of 3,5-dimethylaniline with ammonium thiocyanate and conversion of the resulting N-(3,5-dimethylphenyl) thiourea with bromine and chloroform (Barnikow and Bodeker Ber. 100(5), 1394), m.p. 142°-144°. 2-Amino-5,7-dimethylbenzothiazole, 6.16 g. (34.5 millimoles) was added to a solution of a pea-sized piece of sodium in 40 ml. of anhydrous ethanol. Ethoxymethylenemalononitrile, 4.22 g. (34.5 millimoles), was added to the solution and the ... Reactants: BrB(Br)Br, ClCCl, COc1cc(C23CCCC2CSC(N)=N3)ccc1F, O. Yields the product NC1=NC2(c3ccc(F)c(O)c3)CCCC2CS1. RXN SMILES: [B:20]([Br:21])([Br:22])[Br:23].[Cl:24][CH2:25][Cl:26].[F:1][c:2]1[c:3]([O:18][CH3:19])[cH:4][c:5]([C:8]23[N:9]=[C:10]([NH2:17])[S:11][CH2:12][CH:13]2[CH2:14][CH2:15][CH2:16]3)[cH:6][cH:7]1.[OH2:27]>>[F:1][c:2]1[c:3]([OH:18])[cH:4][c:5]([C:8]23[N:9]=[C:10]([NH2:17])[S:11][CH2:12][CH:13]2[CH2:14][CH2:15][CH2:16]3)[cH:6][cH:7]1. Starting materials: C1CCNCC1, CCO, O=Cc1cc2cc(OCCN3CCOCC3)ccc2[nH]1, NS(=O)(=O)c1ccc2c(c1)CC(=O)N2. Product: NS(=O)(=O)c1ccc2c(c1)C(=Cc1cc3cc(OCCN4CCOCC4)ccc3[nH]1)C(=O)N2. RXN SMILES: [CH2:35]1[CH2:36][CH2:37][NH:38][CH2:39][CH2:40]1.[CH3:41][CH2:42][OH:43].[O:15]1[CH2:16][CH2:17][N:18]([CH2:21][CH2:22][O:23][c:24]2[cH:25][c:26]3[cH:27][c:28]([CH:33]=[O:34])[nH:29][c:30]3[cH:31][cH:32]2)[CH2:19][CH2:20]1.[O:1]=[C:2]1[NH:3][c:4]2[cH:5][cH:6][c:7]([S:11](=[O:12])(=[O:13])[NH2:14])[cH:8][c:9]2[CH2:10]1>>[O:1]=[C:2]1[NH:3][c:4]2[cH:5][cH:6][c:7]([S:11](=[O:12])(=[O:13])[NH2:14])[cH:8][c:9]2[C:10]1=[CH:33][c:28]1[cH:27][c:26]2[cH:25][c:24]([O:23][CH2:22][CH2:21][N:18]3[CH2:17][CH2:16][O:15][CH2:20][CH2:19]3)[cH:32][cH:31][c:30]2[nH:29]1. Reactants: C(C)OCC (diethyl ether), C1(=CC=CC=C1)OC (anisole), FC(C(=O)O)(F)F (trifluoroacetic acid), NC1=NC(=NS1)C(C(=O)NC1[C@@H]2N(C(=C(CS2)C=C)C(=O)OC(C2=CC=CC=C2)C2=CC=CC=C2)C1=O)=NOC (benzhydryl 7-[2-(5-amino-1,2,4-thiadiazol-3-yl)-2-methoxyiminoacetamido]-3-vinyl-3-cephem-4-carboxylate). Solvent: C(Cl)Cl (methylene chloride). Run at time 1.5 hour. The product is NC1=NC(=NS1)C(C(=O)NC1[C@@H]2N(C(=C(CS2)C=C)C(=O)O)C1=O)=NOC (7-[2-(5-amino-1,2,4-thiadiazol-3-yl)-2-methoxyiminoacetamido]-3-vinyl-3-cephem-4-carboxylic acid). The yield is 88.4%. As a reaction SMILES: [NH2:1][C:2]1[S:6][N:5]=[C:4]([C:7](=[N:38][O:39][CH3:40])[C:8]([NH:10][CH:11]2[C:36](=[O:37])[N:13]3[C:14]([C:20]([O:22]C(C4C=CC=CC=4)C4C=CC=CC=4)=[O:21])=[C:15]([CH:18]=[CH2:19])[CH2:16][S:17][C@H:12]23)=[O:9])[N:3]=1.C1(OC)C=CC=CC=1.FC(F)(F)C(O)=O.C(OCC)C>C(Cl)Cl>[NH2:1][C:2]1[S:6][N:5]=[C:4]([C:7](=[N:38][O:39][CH3:40])[C:8]([NH:10][CH:11]2[C:36](=[O:37])[N:13]3[C:14]([C:20]([OH:22])=[O:21])=[C:15]([CH:18]=[CH2:19])[CH2:16][S:17][C@H:12]23)=[O:9])[N:3]=1. Reported procedure: To a suspension of benzhydryl 7-[2-(5-amino-1,2,4-thiadiazol-3-yl)-2-methoxyiminoacetamido]-3-vinyl-3-cephem-4-carboxylate (syn isomer) (6.2 g) in methylene chloride (60 ml) were added anisole (9.3 g) and trifluoroacetic acid (24.5 g), and the mixture was stirred at ambient temperature for 1.5 hours. After removal of the solvent, the residue was added dropwise to diisopropyl ether (600 ml), and the precipitated substance was collected by filtration. This substance was suspended in water (50 ml) ...